From a dataset of the Open Reaction Database (ORD), a public repository of structured organic reaction records. describe an organic reaction: reactants, conditions, products, and yield The reactants are [Al+3], C1CCOC1, [H-], [H-], [H-], [H-], [Li+], CC(C)OC(=O)N=NC(=O)OC(C)C, O=C1c2ccccc2C(=O)N1O, c1ccc(P(c2ccccc2)c2ccccc2)cc1, O=Cc1cnc[nH]1. Product: O=C1c2ccccc2C(=O)N1OCc1cnc[nH]1. As a reaction SMILES: [Al+3:9].[CH2:59]1[O:60][CH2:61][CH2:62][CH2:63]1.[H-:11].[H-:12].[H-:13].[H-:8].[Li+:10].[O:45]=[C:46]([O:47][CH:48]([CH3:49])[CH3:50])[N:51]=[N:52][C:53]([O:54][CH:55]([CH3:56])[CH3:57])=[O:58].[OH:33][N:34]1[C:35](=[O:44])[c:36]2[c:37]([cH:40][cH:41][cH:42][cH:43]2)[C:38]1=[O:39].[c:14]1([P:15]([c:16]2[cH:17][cH:18][cH:19][cH:20][cH:21]2)[c:22]2[cH:23][cH:24][cH:25][cH:26][cH:27]2)[cH:28][cH:29][cH:30][cH:31][cH:32]1.[n:1]1[cH:2][nH:3][c:4]([CH:6]=[O:7])[cH:5]1>>[n:1]1[cH:2][nH:3][c:4]([CH2:6][O:7][N:34]2[C:35](=[O:44])[c:36]3[c:37]([cH:40][cH:41][cH:42][cH:43]3)[C:38]2=[O:39])[cH:5]1. Starting materials: COC1=CC=C(COC=2C=C(C(=O)NC3=C(C=CC=C3)S(N)(=O)=O)C=CC2)C=C1 (3-(4-methoxybenzyloxy)-N-(2-sulfamoylphenyl)benzamide), C(CCCCCCCCC)(=O)Cl (decanoyl chloride). The reagents and catalysts are CN(C1=CC=NC=C1)C (4-dimethylaminopyridine). Solvent: O1CCCC1 (tetrahydrofuran). Conditions: time 1 hour. Product: COC1=CC=C(COC=2C=C(C(=O)NC3=C(C=CC=C3)S(=O)(=O)NC(CCCCCCCCC)=O)C=CC2)C=C1 (N-[2-[3-(4-Methoxybenzyloxy)benzamido]benzenesulfonyl]decanamide). Yield: 91.8%. Reaction SMILES: [C:1](Cl)(=[O:11])[CH2:2][CH2:3][CH2:4][CH2:5][CH2:6][CH2:7][CH2:8][CH2:9][CH3:10].[CH3:13][O:14][C:15]1[CH:41]=[CH:40][C:18]([CH2:19][O:20][C:21]2[CH:22]=[C:23]([CH:37]=[CH:38][CH:39]=2)[C:24]([NH:26][C:27]2[CH:32]=[CH:31][CH:30]=[CH:29][C:28]=2[S:33](=[O:36])(=[O:35])[NH2:34])=[O:25])=[CH:17][CH:16]=1>CN(C)C1C=CN=CC=1.O1CCCC1>[CH3:13][O:14][C:15]1[CH:16]=[CH:17][C:18]([CH2:19][O:20][C:21]2[CH:22]=[C:23]([CH:37]=[CH:38][CH:39]=2)[C:24]([NH:26][C:27]2[CH:32]=[CH:31][CH:30]=[CH:29][C:28]=2[S:33]([NH:34][C:1](=[O:11])[CH2:2][CH2:3][CH2:4][CH2:5][CH2:6][CH2:7][CH2:8][CH2:9][CH3:10])(=[O:36])=[O:35])=[O:25])=[CH:40][CH:41]=1. Procedure details: In a stream of nitrogen and at 0° C., 0.22 ml (1.10 mmol) of decanoyl chloride was added to an anhydrous tetrahydrofuran (10 ml) solution containing 400 mg (1.00 mmol) of 3-(4-methoxybenzyloxy)-N-(2-sulfamoylphenyl)benzamide produced in Reference Example 6 and 237 mg (1.90 mmol) of 4-dimethylaminopyridine, the mixture was stirred at room temperature for 1 hour and then the solvent was evaporated under a reduced pressure. The resulting residue was dissolved in ethyl acetate, washed with water, a ...